The task is: describe an organic reaction: reactants, conditions, products, and yield. This data is from the Open Reaction Database (ORD), a public repository of structured organic reaction records. The reactants are C(C)(C)NC(C)C (diisopropylamine), solution, C(CCC)[Li] (n-butyl lithium), C(=C)N1C=NC=C1 (1-Vinylimidazole), C(=O)OCC (Ethyl formate), [Cl-].[NH4+] (ammonium chloride). The solvent is O1CCCC1 (tetrahydrofuran). Reaction conditions: time 30 minute. Yields the product C(=C)N1C(=NC=C1)C=O (1-vinylimidazole-2-carboxaldehyde). The yield is 43.5%. Reaction SMILES: C(NC(C)C)(C)C.C([Li])CCC.[CH:13]([N:15]1[CH:19]=[CH:18][N:17]=[CH:16]1)=[CH2:14].[CH:20](OCC)=[O:21].[Cl-].[NH4+]>O1CCCC1>[CH:13]([N:15]1[CH:19]=[CH:18][N:17]=[C:16]1[CH:20]=[O:21])=[CH2:14] |f:4.5|. Reported procedure: To a cold (-78° C.) solution of 6.55 ml (0.047 mole) of diisopropylamine in 125 ml of tetrahydrofuran was added 16.99 ml (, 042 mole) of a 2.5M solution of n-butyl lithium over a period of 15 minutes and the resulting reaction allowed to stir for 30 minutes. 1-Vinylimidazole (3.85 ml 0.042 mole) was added over a 10 minute period and the mixture stirred for one hour. Ethyl formate (3.43 ml, 0.042 mole) was then added over 5 minutes and the mixture stirred for one hour and was then poured into a s... Reactants: S(=O)(=O)([O-])S(=O)[O-].[Na+].[Na+] (Sodium pyrosulfite), BrBr (bromine), BrBr (bromine), COCCOCCC(C(=O)O)C(=O)O ([2-(2-methoxyethoxy)ethyl]malonic acid). Reagents/catalysts: Br (HBr). The solvent is C(C)OCC (diethyl ether). Reaction conditions: time 20 minute. Product: BrC(C(=O)O)(C(=O)O)CCOCCOC (bromo[2-(2-methoxyethoxy)ethyl]malonic acid). The yield is 78.9%. Reaction SMILES: [Br:1]Br.[CH3:3][O:4][CH2:5][CH2:6][O:7][CH2:8][CH2:9][CH:10]([C:14]([OH:16])=[O:15])[C:11]([OH:13])=[O:12].S(S([O-])=O)([O-])(=O)=O.[Na+].[Na+]>Br.C(OCC)C>[Br:1][C:10]([CH2:9][CH2:8][O:7][CH2:6][CH2:5][O:4][CH3:3])([C:14]([OH:16])=[O:15])[C:11]([OH:13])=[O:12] |f:2.3.4|. Procedure: HBr (4.1 M in acetic acid, two drops) and bromine (1.44 g, 9.01 mmol) was added to a stirred solution of [2-(2-methoxyethoxy)ethyl]malonic acid (Step 2) (1.75 g, 8.49 mmol) in diethyl ether. The reaction mixture was kept at ambient temperature for 20 minutes when most of the bromine colour had disappeared. Sodium pyrosulfite (5% in water) was added and the two phases were separated. The aqueous phase was extracted with diethyl ether two times. The organic extracts were combined and washed with w... Reactants: OC1=CC=C(CP(OCCCC)(OCCCC)=O)C=C1 (dibutyl 4-hydroxybenzylphosphonate). Solvent: Cl (hydrochloric acid). Product: OC1=CC=C(CP(O)(O)=O)C=C1 (4-hydroxybenzyl phosphonic acid). RXN SMILES: [OH:1][C:2]1[CH:20]=[CH:19][C:5]([CH2:6][P:7](=[O:18])([O:13]CCCC)[O:8]CCCC)=[CH:4][CH:3]=1>Cl>[OH:1][C:2]1[CH:20]=[CH:19][C:5]([CH2:6][P:7](=[O:8])([OH:18])[OH:13])=[CH:4][CH:3]=1. Procedure: A mixture of dibutyl 4-hydroxybenzylphosphonate (1.77 g) in 18% aqueous hydrochloric acid (30 ml) is heated at reflux for about 18 hours, then is concentrated in vacuo. The residue is triturated in hexanes to give 4-hydroxybenzyl phosphonic acid. Starting materials: CCOC(=O)c1cc2c(C(=O)CCl)ccc(O)c2[nH]1, CCOC(=O)CC(C)(C)NCc1ccccc1. Yields the product CCOC(=O)CC(C)(C)N(CC(=O)c1ccc(O)c2[nH]c(C(=O)OCC)cc12)Cc1ccccc1, Cl. Reaction SMILES: [CH2:1]([CH3:2])[O:3][C:4](=[O:5])[c:6]1[nH:7][c:8]2[c:9]([OH:19])[cH:10][cH:11][c:12]([C:15]([CH2:16][Cl:17])=[O:18])[c:13]2[cH:14]1.[CH2:20]([CH3:21])[O:22][C:23]([CH2:24][C:25]([CH3:26])([CH3:27])[NH:28][CH2:29][c:30]1[cH:31][cH:32][cH:33][cH:34][cH:35]1)=[O:36]>>[CH2:1]([CH3:2])[O:3][C:4](=[O:5])[c:6]1[nH:7][c:8]2[c:9]([OH:19])[cH:10][cH:11][c:12]([C:15]([CH2:16][N:28]([C:25]([CH2:24][C:23]([O:22][CH2:20][CH3:21])=[O:36])([CH3:26])[CH3:27])[CH2:29][c:30]3[cH:31][cH:32][cH:33][cH:34][cH:35]3)=[O:18])[c:13]2[cH:14]1.[ClH:17].